Dataset: the Open Reaction Database (ORD), a public repository of structured organic reaction records. Task: describe an organic reaction: reactants, conditions, products, and yield Reactants: NC1=C2C(=NC=N1)N(N=C2C2=CC(=C(C=C2)NS(=O)(=O)C2=C(C(=CC=C2)Cl)Cl)F)CC(=O)OCC (Ethyl 2-[4-amino-3-(4-{[(2,3-dichlorophenyl)sulfonyl]amino}-3-fluorophenyl)-1H-pyrazolo[3,4-d]pyrimidin-1-yl]acetate), CN1CCNCC1 (1-methylpiperazine), amide. Product: NC1=C2C(=NC=N1)N(N=C2C2=CC(=C(C=C2)NS(=O)(=O)C2=C(C(=CC=C2)Cl)Cl)F)CC(=O)N2CCN(CC2)C (N1-(4-{4-amino-1-[2-(4-methylpiperazino)-2-oxoethyl]-1H-pyrazolo[3,4-d]pyrimidin-3-yl}-2-fluorophenyl)-2,3-dichloro-1-benzenesulfonamide). RXN SMILES: [NH2:1][C:2]1[N:7]=[CH:6][N:5]=[C:4]2[N:8]([CH2:30][C:31]([O:33]CC)=O)[N:9]=[C:10]([C:11]3[CH:16]=[CH:15][C:14]([NH:17][S:18]([C:21]4[CH:26]=[CH:25][CH:24]=[C:23]([Cl:27])[C:22]=4[Cl:28])(=[O:20])=[O:19])=[C:13]([F:29])[CH:12]=3)[C:3]=12.[CH3:36][N:37]1[CH2:42][CH2:41][NH:40][CH2:39][CH2:38]1>>[NH2:1][C:2]1[N:7]=[CH:6][N:5]=[C:4]2[N:8]([CH2:30][C:31]([N:40]3[CH2:41][CH2:42][N:37]([CH3:36])[CH2:38][CH2:39]3)=[O:33])[N:9]=[C:10]([C:11]3[CH:16]=[CH:15][C:14]([NH:17][S:18]([C:21]4[CH:26]=[CH:25][CH:24]=[C:23]([Cl:27])[C:22]=4[Cl:28])(=[O:19])=[O:20])=[C:13]([F:29])[CH:12]=3)[C:3]=12. Procedure details: Ethyl 2-[4-amino-3-(4-{[(2,3-dichlorophenyl)sulfonyl]amino}-3-fluorophenyl)-1H-pyrazolo[3,4-d]pyrimidin-1-yl]acetate was treated with 1-methylpiperazine using the representative procedure for amide formation. Purification by preparative HPLC (25 to 100% CH3CN in 0.1 M aqueous ammonium acetate over 20 min at 21 mL/min using an 8Hypersi1HS C18, 250×21 mm column, Rt 6.4-7.0 min) afforded N1-(4-{4-amino-1-[2-(4-methylpiperazino)-2-oxoethyl]-1H-pyrazolo[3,4-d]pyrimidin-3-yl}-2-fluorophenyl)-2,3-dichl... Starting materials: intermediate 19, OC1=C(OC=CC1=O)C (3-hydroxy-2-methyl-pyran-4-one), COC(C(CC1CCCC1)Br)=O (2-bromo-3-cyclopentyl-propionic acid methyl ester), ClC=1C(N(N=CC1Cl)C1OCCCC1)=O (4,5-dichloro-2-(tetrahydropyran-2-yl)-2H-pyridazin-3-one), ClC=1C(N(N=CC1Cl)C1OCCCC1)=O (4,5-dichloro-2-(tetrahydropyran-2-yl)-2H-pyridazin-3-one), COC(C(CC1CCCC1)Br)=O (2-bromo-3-cyclopentyl-propionic acid methyl ester). The product is C1(CCCC1)CC(C(=O)O)N1N=CC(=CC1=O)OC1=C(OC=CC1=O)C (3-cyclopentyl-2-[4-(2-methyl-4-oxo-4H-pyran-3-yloxy)-6-oxo-6H-pyridazin-1-yl]-propionic acid). RXN SMILES: Cl[C:2]1[C:3](=[O:15])[N:4](C2CCCCO2)[N:5]=[CH:6][C:7]=1Cl.[OH:16][C:17]1[C:22](=[O:23])[CH:21]=[CH:20][O:19][C:18]=1[CH3:24].C[O:26][C:27](=[O:36])[CH:28](Br)[CH2:29][CH:30]1[CH2:34][CH2:33][CH2:32][CH2:31]1>>[CH:30]1([CH2:29][CH:28]([N:4]2[C:3](=[O:15])[CH:2]=[C:7]([O:16][C:17]3[C:22](=[O:23])[CH:21]=[CH:20][O:19][C:18]=3[CH3:24])[CH:6]=[N:5]2)[C:27]([OH:26])=[O:36])[CH2:34][CH2:33][CH2:32][CH2:31]1. Reported procedure: In an analogous manner to the stepwise sequence outlined in intermediate 19, starting from 4,5-dichloro-2-(tetrahydropyran-2-yl)-2H-pyridazin-3-one (Intermediate 20) and 3-hydroxy-2-methyl-pyran-4-one and alkylating with 2-bromo-3-cyclopentyl-propionic acid methyl ester (Intermediate 10) afforded 3-cyclopentyl-2-[4-(2-methyl-4-oxo-4H-pyran-3-yloxy)-6-oxo-6H-pyridazin-1-yl]-propionic acid as a white solid (3.4 g, 30% for the final step); LC-MS: 361.1 [M+1]+ tR=3.10 min. Purity on HPLC: 97.7% (214... Reactants: CC1=C(N=C(S1)C1=CC=CC=C1)COC1=NOC(=C1)COC1=NC=CC=C1CC#N (2-[2-[[3-[(5-methyl-2-phenyl-4-thiazolyl)methoxy]-5-isoxazolyl]methoxy]-3-pyridyl]acetonitrile), C(C)O (ethanol), Cl (Hydrochloric acid), O (water), [OH-].[Na+] (sodium hydroxide). Product: CC1=C(N=C(S1)C1=CC=CC=C1)COC1=NOC(=C1)COC1=NC=CC=C1CC(=O)O (2-[2-[[3-[(5-methyl-2-phenyl-4-thiazolyl)methoxy]-5-isoxazolyl]methoxy]-3-pyridyl]acetic acid). The yield is 81.0%. Reaction SMILES: [CH3:1][C:2]1[S:6][C:5]([C:7]2[CH:12]=[CH:11][CH:10]=[CH:9][CH:8]=2)=[N:4][C:3]=1[CH2:13][O:14][C:15]1[CH:19]=[C:18]([CH2:20][O:21][C:22]2[C:27]([CH2:28][C:29]#N)=[CH:26][CH:25]=[CH:24][N:23]=2)[O:17][N:16]=1.C(O)C.[OH-:34].[Na+].Cl.[OH2:37]>>[CH3:1][C:2]1[S:6][C:5]([C:7]2[CH:12]=[CH:11][CH:10]=[CH:9][CH:8]=2)=[N:4][C:3]=1[CH2:13][O:14][C:15]1[CH:19]=[C:18]([CH2:20][O:21][C:22]2[C:27]([CH2:28][C:29]([OH:37])=[O:34])=[CH:26][CH:25]=[CH:24][N:23]=2)[O:17][N:16]=1 |f:2.3|. Procedure: To a mixture of 2-[2-[[3-[(5-methyl-2-phenyl-4-thiazolyl)methoxy]-5-isoxazolyl]methoxy]-3-pyridyl]acetonitrile (0.35 g) and ethanol (10 mL) was added a 2N aqueous sodium hydroxide solution (10 mL) and the mixture was heated under reflux for 5 hrs. 1N Hydrochloric acid (20 mL) and water were added to the reaction mixture and the mixture was extracted with ethyl acetate. The organic layer was washed with saturated brine, dried over anhydrous magnesium sulfate and concentrated to give crystals (0.3... The reactants are C(C)(C)(C)OC(NCC1=CC(=C(C(=C1)C=C)NS(=O)(=O)C)F)=O ((3-fluoro-4-methanesulfonylamino-5-vinyl-benzyl)-carbamic acid t-butyl ester), FC(C(=O)O)(F)F (trifluoroacetic acid). Solvent: C(Cl)Cl (methylenechloride). Product: NCC1=CC(=C(C(=C1)C=C)NS(=O)(=O)C)F (N-(4-aminomethyl-2-fluoro-6-vinylphenyl)methanesulfonamide). Reaction SMILES: C(OC(=O)[NH:7][CH2:8][C:9]1[CH:14]=[C:13]([CH:15]=[CH2:16])[C:12]([NH:17][S:18]([CH3:21])(=[O:20])=[O:19])=[C:11]([F:22])[CH:10]=1)(C)(C)C.FC(F)(F)C(O)=O>C(Cl)Cl>[NH2:7][CH2:8][C:9]1[CH:14]=[C:13]([CH:15]=[CH2:16])[C:12]([NH:17][S:18]([CH3:21])(=[O:20])=[O:19])=[C:11]([F:22])[CH:10]=1. Procedure: (3-fluoro-4-methanesulfonylamino-5-vinyl-benzyl)-carbamic acid t-butyl ester (1 ml) was put into 25 ml round-bottom flask and dissolved in methylenechloride. To the solution was added trifluoroacetic acid (1 ml) and stirred for one night. After confirming the completion of the reaction with TLC, the reaction solution was concentrated under reduced pressure to yield a brown crude liquid (236.7 mg). Starting materials: NC1=NN2C(C(=NC=C2)N2CC(C2)O)=N1 (1-(2-Amino-[1,2,4]triazolo[1,5-a]pyrazin-8-yl)-azetidin-3-ol), N1CC(C1)O (azetidin-3-ol), ClC1=CC=C2C(C(NC2=C1)=O)(C)C (6-chloro-3,3-dimethyl-1,3-dihydro-indol-2-one). Product: OC1CN(C1)C=1C=2N(C=CN1)N=C(N2)NC2=CC=C1C(C(NC1=C2)=O)(C)C (6-[8-(3-hydroxy-azetidin-1-yl)-[1,2,4]triazolo[1,5-a]pyrazin-2-ylamino]-3,3-dimethyl-1,3-dihydro-indol-2-one). RXN SMILES: [NH2:1][C:2]1[N:15]=[C:5]2[C:6]([N:10]3[CH2:13][CH:12]([OH:14])[CH2:11]3)=[N:7][CH:8]=[CH:9][N:4]2[N:3]=1.N1CC(O)C1.Cl[C:22]1[CH:30]=[C:29]2[C:25]([C:26]([CH3:33])([CH3:32])[C:27](=[O:31])[NH:28]2)=[CH:24][CH:23]=1>>[OH:14][CH:12]1[CH2:11][N:10]([C:6]2[C:5]3[N:4]([N:3]=[C:2]([NH:1][C:22]4[CH:30]=[C:29]5[C:25]([C:26]([CH3:33])([CH3:32])[C:27](=[O:31])[NH:28]5)=[CH:24][CH:23]=4)[N:15]=3)[CH:9]=[CH:8][N:7]=2)[CH2:13]1. Procedure details: 1-(2-Amino-[1,2,4]triazolo[1,5-a]pyrazin-8-yl)-azetidin-3-ol, available by nucleophilic substitution of 8-chloro-[1,2,4]triazolo[1,5-a]pyrazin-2-ylamine with azetidin-3-ol using general procedure 3, is reacted under amination conditions described in general procedure 2 with 6-chloro-3,3-dimethyl-1,3-dihydro-indol-2-one giving the title compound as a solid.